This data is from the Open Reaction Database (ORD), a public repository of structured organic reaction records. The task is: describe an organic reaction: reactants, conditions, products, and yield Reactants: C(#N)C1=CC=C(OCC(C)N)C=C1 (2-(4-cyanophenoxy)-1-methylethylamine), ClC(=O)OCC(C)C (isobutyl chloroformate), CN1CCCCC1 (N-methylpiperidine), C1(CCCCC1)OC(=O)N[C@@H](C(C)C)C(=O)O (N-cyclohexyloxycarbonyl-L-valine). Solvent: O (Water), C(Cl)Cl (methylene chloride). Conditions: temperature -20 celsius, time 1 hour. The product is C(#N)C1=CC=C(OCC(C)NC([C@@H](NC(=O)OC2CCCCC2)C(C)C)=O)C=C1 (N1 -[2-(4-cyanophenoxy)-1-methylethyl]-N2 -cyclohexyloxycarbonyl-L-valinamide), powder. Isolated yield 16.0%. RXN SMILES: CN1CCCCC1.[CH:8]1([O:14][C:15]([NH:17][C@H:18]([C:22]([OH:24])=O)[CH:19]([CH3:21])[CH3:20])=[O:16])[CH2:13][CH2:12][CH2:11][CH2:10][CH2:9]1.ClC(OCC(C)C)=O.[C:33]([C:35]1[CH:45]=[CH:44][C:38]([O:39][CH2:40][CH:41]([NH2:43])[CH3:42])=[CH:37][CH:36]=1)#[N:34]>C(Cl)Cl.O>[C:33]([C:35]1[CH:45]=[CH:44][C:38]([O:39][CH2:40][CH:41]([NH:43][C:22](=[O:24])[C@H:18]([CH:19]([CH3:20])[CH3:21])[NH:17][C:15]([O:14][CH:8]2[CH2:9][CH2:10][CH2:11][CH2:12][CH2:13]2)=[O:16])[CH3:42])=[CH:37][CH:36]=1)#[N:34]. Reported procedure: 0.8 g of N-methylpiperidine was added to a solution containing 2.0 g of N-cyclohexyloxycarbonyl-L-valine dissolved in 150 ml of methylene chloride, at -20° C. After the mixture was stirred for 10 minutes at the same temperature, 1.1 g of isobutyl chloroformate was added to the mixture, and stirred for 1 hour at -20° C. 1.5 g of 2-(4-cyanophenoxy)-1-methylethylamine was added to this mixture at -60° C., and then the reaction mixture was allowed to sit and warm naturally to room temperature while ...